Dataset: the Open Reaction Database (ORD), a public repository of structured organic reaction records. Task: describe an organic reaction: reactants, conditions, products, and yield Reactants: Cl.Cl.NC1=CC(=C(C(=O)NCC2CCNCC2)C=C1Cl)OC (4-Amino-5-chloro-2-methoxy-N-(piperidin-4-ylmethyl)benzamide dihydrochloride), BrCCCCCC(=O)C1=CN(C2=CC=CC=C12)C(C)C (6-bromo-1-(1-isopropyl-1 H-indol-3-yl)-1-hexanone). The product is Cl.NC1=CC(=C(C(=O)NCC2CCN(CC2)CCCCCC(=O)C2=CN(C3=CC=CC=C23)C(C)C)C=C1Cl)OC (4-amino-5-chloro-2-methoxy-N-((1-(6-(1-isopropyl-1H-indol-3-yl)-6-oxohexyl)-piperidin-4-yl)methyl)benzamide hydrochloride). Yield: 46.3%. As a reaction SMILES: Cl.Cl.[NH2:3][C:4]1[C:19]([Cl:20])=[CH:18][C:7]([C:8]([NH:10][CH2:11][CH:12]2[CH2:17][CH2:16][NH:15][CH2:14][CH2:13]2)=[O:9])=[C:6]([O:21][CH3:22])[CH:5]=1.Br[CH2:24][CH2:25][CH2:26][CH2:27][CH2:28][C:29]([C:31]1[C:39]2[C:34](=[CH:35][CH:36]=[CH:37][CH:38]=2)[N:33]([CH:40]([CH3:42])[CH3:41])[CH:32]=1)=[O:30]>>[ClH:20].[NH2:3][C:4]1[C:19]([Cl:20])=[CH:18][C:7]([C:8]([NH:10][CH2:11][CH:12]2[CH2:13][CH2:14][N:15]([CH2:24][CH2:25][CH2:26][CH2:27][CH2:28][C:29]([C:31]3[C:39]4[C:34](=[CH:35][CH:36]=[CH:37][CH:38]=4)[N:33]([CH:40]([CH3:41])[CH3:42])[CH:32]=3)=[O:30])[CH2:16][CH2:17]2)=[O:9])=[C:6]([O:21][CH3:22])[CH:5]=1 |f:0.1.2,4.5|. Reported procedure: 4-Amino-5-chloro-2-methoxy-N-(piperidin-4-ylmethyl)benzamide dihydrochloride (1.90 g) as starting compound and 6-bromo-1-(1-isopropyl-1 H-indol-3-yl)-1-hexanone (1.90 g) were reacted and treated in the same manner as in Example 199 to give 0.70 g of 4-amino-5-chloro-2-methoxy-N-((1-(6-(1-isopropyl-1H-indol-3-yl)-6-oxohexyl)-piperidin-4-yl)methyl)benzamide hydrochloride. Reactants: ClC=1C(=NC(=NC1)SC)C(=O)O (5-chloro-2-(methylthio)pyrimidine-4-carboxylic acid), C([O-])([O-])=O.[K+].[K+] (potassium carbonate), CC1=C(C=C(C=C1)C)N1N=C(C=C1N)C1=CC=C(C=C1)F (1-(2,5-dimethylphenyl)-3-(4-fluorophenyl)-1H-pyrazol-5-amine). Reagents/catalysts: C(C)(=O)[O-].[Cu+2].C(C)(=O)[O-] (copper (II) acetate). The solvent is CN(C)C=O (DMF). Reaction conditions: temperature 150 celsius. The product is CC1=C(C=C(C=C1)C)N1N=C(C=C1NC=1C(=NC(=NC1)SC)C(=O)O)C1=CC=C(C=C1)F (5-{[1-(2,5-dimethylphenyl)-3-(4-fluorophenyl)-1H-pyrazol-5-yl]amino}-2-(methylthio)pyrimidine-4-carboxylic acid). Yield: 12.2%. RXN SMILES: Cl[C:2]1[C:3]([C:10]([OH:12])=[O:11])=[N:4][C:5]([S:8][CH3:9])=[N:6][CH:7]=1.C(=O)([O-])[O-].[K+].[K+].[CH3:19][C:20]1[CH:25]=[CH:24][C:23]([CH3:26])=[CH:22][C:21]=1[N:27]1[C:31]([NH2:32])=[CH:30][C:29]([C:33]2[CH:38]=[CH:37][C:36]([F:39])=[CH:35][CH:34]=2)=[N:28]1>CN(C=O)C.C([O-])(=O)C.[Cu+2].C([O-])(=O)C>[CH3:19][C:20]1[CH:25]=[CH:24][C:23]([CH3:26])=[CH:22][C:21]=1[N:27]1[C:31]([NH:32][C:2]2[C:3]([C:10]([OH:12])=[O:11])=[N:4][C:5]([S:8][CH3:9])=[N:6][CH:7]=2)=[CH:30][C:29]([C:33]2[CH:34]=[CH:35][C:36]([F:39])=[CH:37][CH:38]=2)=[N:28]1 |f:1.2.3,6.7.8|. Procedure: A mixture of 5-chloro-2-(methylthio)pyrimidine-4-carboxylic acid (89 mg, 0.44 mmol), potassium carbonate (66 mg, 0.48 mmol), 1-(2,5-dimethylphenyl)-3-(4-fluorophenyl)-1H-pyrazol-5-amine (123 mg, 0.44 mmol), synthesized in a similar manner as Intermediate G, and copper (II) acetate (1.6 mg, 0.009 mmol) in DMF (1 mL) was heated (150° C.) in a sealed tube for 16 h. The mixture was cooled to rt, filtered through a silica gel plug using ethyl acetate as eluent, concentrated to dryness, and subjected ... Starting materials: CCO, CC12CCC3c4ccc(O)cc4CCC3C1CCC2=O, [Na+], [OH-], O=Cc1cccnc1. The product is CC12CCC3c4ccc(O)cc4CCC3C1CC(=Cc1cccnc1)C2=O. As a reaction SMILES: [CH3:31][CH2:32][OH:33].[CH:3]12[CH2:4][CH2:5][C:6]3([CH3:7])[C:8](=[O:9])[CH2:10][CH2:11][CH:12]3[CH:13]1[CH2:14][CH2:15][c:16]1[cH:17][c:18]([OH:19])[cH:20][cH:21][c:22]12.[Na+:2].[OH-:1].[n:23]1[cH:24][c:25]([CH:29]=[O:30])[cH:26][cH:27][cH:28]1>>[CH:3]12[CH2:4][CH2:5][C:6]3([CH3:7])[C:8](=[O:9])[C:10](=[CH:29][c:25]4[cH:24][n:23][cH:28][cH:27][cH:26]4)[CH2:11][CH:12]3[CH:13]1[CH2:14][CH2:15][c:16]1[cH:17][c:18]([OH:19])[cH:20][cH:21][c:22]12. Starting materials: ice, BrC=1C=C(C(=O)O)C=C(C1)C(=O)OC (3-bromo-5-(methoxycarbonyl)benzoic acid), CSC.B (borane dimethyl sulfide). Solvent: O1CCCC1 (tetrahydrofuran). Reaction conditions: temperature 50 celsius. Product: BrC=1C=C(C(=O)OC)C=C(C1)CO (Methyl 3-bromo-5-(hydroxymethyl)benzoate). Reaction SMILES: [Br:1][C:2]1[CH:3]=[C:4]([CH:8]=[C:9]([C:11]([O:13][CH3:14])=[O:12])[CH:10]=1)[C:5](O)=[O:6].CSC.B>O1CCCC1>[Br:1][C:2]1[CH:10]=[C:9]([CH:8]=[C:4]([CH2:5][OH:6])[CH:3]=1)[C:11]([O:13][CH3:14])=[O:12] |f:1.2|. Reported procedure: To an ice-cold, stirred solution of 3-bromo-5-(methoxycarbonyl)benzoic acid (5.0 g, 19.3 mmol) in tetrahydrofuran (77.2 mL) is added borane dimethyl sulfide complex (10.6 mL, 2.0 M tetrahydrofuran, 21.1 mmol). The reaction mixture is heated at 50° C. for 2 h. The reaction mixture is quenched with methanol (50 mL) and concentrated under reduced pressure. Purification by flash column chromatography (silica, 50% ethyl acetate/hexanes) affords the title compound. 1H NMR (300 MHz, CDCl3) δ 8.03 (s, 1... Reactants: N(N)C1=CC(N(C(N1CC(C)C)=O)C)=O (6-hydrazino-1-isobutyl-3-methylpyrimidine-2,4(1H,3H)-dione), ClC=1C=C2C(=CC=NC2=CC1)C=O (6-chloroquinoline-4-carbaldehyde), CN1C(=NC=C1)C=O (1-methyl-1H-imidazole-2-carbaldehyde). Product: ClC=1C=C2C(=CC=NC2=CC1)CN1N=C2N(C(N(C(C2=C1C=1N(C=CN1)C)=O)C)=O)CC(C)C (2-[(6-chloroquinolin-4-yl)methyl]-7-isobutyl-5-methyl-3-(1-methyl-1H-imidazol-2-yl)-2H-pyrazolo[3,4-d]pyrimidine-4,6(5H,7H)-dione). RXN SMILES: [NH:1]([C:3]1[N:8]([CH2:9][CH:10]([CH3:12])[CH3:11])[C:7](=[O:13])[N:6]([CH3:14])[C:5](=[O:15])[CH:4]=1)[NH2:2].[Cl:16][C:17]1[CH:18]=[C:19]2[C:24](=[CH:25][CH:26]=1)[N:23]=[CH:22][CH:21]=[C:20]2[CH:27]=O.[CH3:29][N:30]1[CH:34]=[CH:33][N:32]=[C:31]1[CH:35]=O>>[Cl:16][C:17]1[CH:18]=[C:19]2[C:24](=[CH:25][CH:26]=1)[N:23]=[CH:22][CH:21]=[C:20]2[CH2:27][N:2]1[C:35]([C:31]2[N:30]([CH3:29])[CH:34]=[CH:33][N:32]=2)=[C:4]2[C:3]([N:8]([CH2:9][CH:10]([CH3:11])[CH3:12])[C:7](=[O:13])[N:6]([CH3:14])[C:5]2=[O:15])=[N:1]1. Reported procedure: This compound was made following the procedure described above, starting with 6-hydrazino-1-isobutyl-3-methylpyrimidine-2,4(1H,3H)-dione, and condensing first 6-chloroquinoline-4-carbaldehyde, followed by, followed by 1-methyl-1H-imidazole-2-carbaldehyde. 478 (M+H). Reactants: CO, CC1(Cc2ccc(-c3ccc(F)cn3)cc2)C(=O)OC(c2ccccc2)N1C(=O)OCc1ccccc1, [Na+], [OH-], O. The product is CC(Cc1ccc(-c2ccc(F)cn2)cc1)(NC(=O)OCc1ccccc1)C(=O)O. As a reaction SMILES: [CH3:40][OH:41].[F:3][c:4]1[cH:5][cH:6][c:7](-[c:10]2[cH:11][cH:12][c:13]([CH2:14][C:15]3([CH3:37])[N:16]([C:27](=[O:28])[O:29][CH2:30][c:31]4[cH:32][cH:33][cH:34][cH:35][cH:36]4)[CH:17]([c:21]4[cH:22][cH:23][cH:24][cH:25][cH:26]4)[O:18][C:19]3=[O:20])[cH:38][cH:39]2)[n:8][cH:9]1.[Na+:2].[OH-:1].[OH2:42]>>[F:3][c:4]1[cH:5][cH:6][c:7](-[c:10]2[cH:11][cH:12][c:13]([CH2:14][C:15]([NH:16][C:27](=[O:28])[O:29][CH2:30][c:31]3[cH:32][cH:33][cH:34][cH:35][cH:36]3)([C:19](=[O:18])[OH:20])[CH3:37])[cH:38][cH:39]2)[n:8][cH:9]1.